Dataset: the Open Reaction Database (ORD), a public repository of structured organic reaction records. Task: describe an organic reaction: reactants, conditions, products, and yield Starting materials: C=CC1(O)CCNC1C, N#Cc1ccc(F)cc1F, [Li+], [Li+], O=C([O-])[O-]. Product: C=CC1(O)CCN(c2ccc(C#N)c(F)c2)C1C. RXN SMILES: [CH3:1][CH:2]1[NH:3][CH2:4][CH2:5][C:6]1([OH:7])[CH:8]=[CH2:9].[F:10][c:11]1[c:12]([C:13]#[N:14])[cH:15][cH:16][c:17]([F:19])[cH:18]1.[Li+:20].[Li+:21].[O-:22][C:23](=[O:24])[O-:25]>>[CH3:1][CH:2]1[N:3]([c:17]2[cH:16][cH:15][c:12]([C:13]#[N:14])[c:11]([F:10])[cH:18]2)[CH2:4][CH2:5][C:6]1([OH:7])[CH:8]=[CH2:9]. The reactants are C(#C)C1=CN=C2N1C=C(C=C2)C2=CC=C(C=C2)C(F)(F)F (3-ethynyl-6-(4-trifluoromethyl-phenyl)-imidazo[1,2-a]pyridine), BrC1=CC=C(S1)S(=O)(=O)N (5-bromothiophene-2-sulfonamide). The product is FC(C1=CC=C(C=C1)C=1C=CC=2N(C1)C(=CN2)C#CC2=CC=C(S2)S(=O)(=O)N)(F)F (5-[6-(4-Trifluoromethyl-phenyl)-imidazo[1,2-a]pyridin-3-ylethynyl]-thiophene-2-sulfonic acid amide), solid. Isolated yield 14.0%. Reaction SMILES: [C:1]([C:3]1[N:7]2[CH:8]=[C:9]([C:12]3[CH:17]=[CH:16][C:15]([C:18]([F:21])([F:20])[F:19])=[CH:14][CH:13]=3)[CH:10]=[CH:11][C:6]2=[N:5][CH:4]=1)#[CH:2].Br[C:23]1[S:27][C:26]([S:28]([NH2:31])(=[O:30])=[O:29])=[CH:25][CH:24]=1>>[F:19][C:18]([F:20])([F:21])[C:15]1[CH:16]=[CH:17][C:12]([C:9]2[CH:10]=[CH:11][C:6]3[N:7]([C:3]([C:1]#[C:2][C:23]4[S:27][C:26]([S:28]([NH2:31])(=[O:30])=[O:29])=[CH:25][CH:24]=4)=[CH:4][N:5]=3)[CH:8]=2)=[CH:13][CH:14]=1. Reported procedure: The title compound was prepared from 3-ethynyl-6-(4-trifluoromethyl-phenyl)-imidazo[1,2-a]pyridine (example C.24) (400 mg, 1.3 mmol) and commercially available 5-bromothiophene-2-sulfonamide (338 mg, 1.3 mmol) according to general procedure II. Obtained as a white solid (90 mg, 14%). MS (ISP) 448.1 [(M+H)+]; mp 206-210° C.